From a dataset of the Open Reaction Database (ORD), a public repository of structured organic reaction records. describe an organic reaction: reactants, conditions, products, and yield Starting materials: CC(C)CC(C#N)NC(=O)C1CCCCC1NC(=O)c1cc2ccc(Cl)cc2n1CCCCl, O=C([O-])[O-], C1COCCN1, [K+], [K+], CN(C)C=O. The product is CC(C)CC(C#N)NC(=O)C1CCCCC1NC(=O)c1cc2ccc(Cl)cc2n1CCCN1CCOCC1. Reaction SMILES: [C:13](#[N:14])[CH:15]([CH2:16][CH:17]([CH3:18])[CH3:19])[NH:20][C:21](=[O:22])[CH:23]1[CH:24]([NH:29][C:30](=[O:31])[c:32]2[n:33]([CH2:42][CH2:43][CH2:44][Cl:45])[c:34]3[cH:35][c:36]([Cl:41])[cH:37][cH:38][c:39]3[cH:40]2)[CH2:25][CH2:26][CH2:27][CH2:28]1.[C:7](=[O:8])([O-:9])[O-:10].[CH2:1]1[CH2:2][O:3][CH2:4][CH2:5][NH:6]1.[K+:11].[K+:12].[O:46]=[CH:47][N:48]([CH3:49])[CH3:50]>>[CH2:1]1[CH2:2][O:3][CH2:4][CH2:5][N:6]1[CH2:44][CH2:43][CH2:42][n:33]1[c:32]([C:30]([NH:29][CH:24]2[CH:23]([C:21]([NH:20][CH:15]([C:13]#[N:14])[CH2:16][CH:17]([CH3:18])[CH3:19])=[O:22])[CH2:28][CH2:27][CH2:26][CH2:25]2)=[O:31])[cH:40][c:39]2[c:34]1[cH:35][c:36]([Cl:41])[cH:37][cH:38]2. The reactants are O=[N+]([O-])c1ccc(OCCCBr)c(-c2ccccc2)c1, CCO, [Cl-], Cl, O. Product: Nc1ccc(OCCCBr)c(-c2ccccc2)c1. Reaction SMILES: [Br:1][CH2:2][CH2:3][CH2:4][O:5][c:6]1[c:7](-[c:15]2[cH:16][cH:17][cH:18][cH:19][cH:20]2)[cH:8][c:9]([N+:12]([O-:13])=[O:14])[cH:10][cH:11]1.[CH3:23][CH2:24][OH:25].[Cl-:22].[ClH:26].[OH2:21]>>[Br:1][CH2:2][CH2:3][CH2:4][O:5][c:6]1[c:7](-[c:15]2[cH:16][cH:17][cH:18][cH:19][cH:20]2)[cH:8][c:9]([NH2:12])[cH:10][cH:11]1. Run at time 7 hour. Run in ClCCl (dichloromethane), ClCCl (dichloromethane). Reaction SMILES: C([C:3]1[CH:11]=[CH:10][CH:9]=[C:8]2[C:4]=1[C:5]([C:26](O)=[O:27])=[C:6]([C:21]([O:23][CH2:24][CH3:25])=[O:22])[N:7]2[CH2:12][C:13]1[CH:18]=[CH:17][C:16]([Cl:19])=[C:15]([Cl:20])[CH:14]=1)C.[C:29](Cl)(=[O:33])[C:30](Cl)=O>ClCCl.CN(C=O)C>[Cl:20][C:15]1[CH:14]=[C:13]([CH:18]=[CH:17][C:16]=1[Cl:19])[CH2:12][N:7]1[C:8]2[C:4](=[CH:3][CH:11]=[CH:10][CH:9]=2)[C:5]([C:26](=[O:27])[NH:7][CH2:6][CH:5]2[O:33][CH2:29][CH2:30][CH2:4]2)=[C:6]1[C:21]([O:23][CH2:24][CH3:25])=[O:22]. Product: ClC=1C=C(CN2C(=C(C3=CC=CC=C23)C(NCC2CCCO2)=O)C(=O)OCC)C=CC1Cl (Ethyl N-(3,4-dichlorobenzyl)-3-(tetrahydrofurfurylcarbamoyl)indole-2-carboxylate). Starting materials: C(C)C1=C2C(=C(N(C2=CC=C1)CC1=CC(=C(C=C1)Cl)Cl)C(=O)OCC)C(=O)O (ethyl N-(3,4-dichlorobenzyl)-2-ethoxycarbonylindole-3-carboxylic acid), C(C(=O)Cl)(=O)Cl (oxalyl chloride). Isolated yield 47.0%. Procedure: To a stirred solution of ethyl N-(3,4-dichlorobenzyl)-2-ethoxycarbonylindole-3-carboxylic acid (100 mg) in dichloromethane (4 ml) at ambient temperature, under argon, was added DMF (1 drop) and oxalyl chloride in dichloromethane (2M, 153 μl). The reaction was stirred at ambient temperature for 7 hours, then concentrated in vacuo and dissolved in dichloromethane (4 ml). Tetrahydrofurfurylamine (53 μl) was added, followed by triethylamine (71 μl) and the reaction stirred under argon for 16 hours. ... The reagents and catalysts are CN(C)C=O (DMF). Starting materials: FC=1C=C2C(C(=CN(C2=CC1F)C1CC1)C(=O)O)=O (6,7-difluoro-1-cyclopropyl-1,4-dihydro-4-oxoquinoline-3-carboxylic acid), CN1CCC(CC1)O (N-methyl-4-piperidinol), CN(C)C=O (DMF), [H-].[Na+] (sodium hydride), resultant mixture. The solvent is C(C)(=O)O (acetic acid). The product is CN1CCC(CC1)OC1=C(C=C2C(C(=CN(C2=C1)C1CC1)C(=O)O)=O)F (7-(1-Methyl-4--piperidyloxy)-1-cyclopropyl-6-fluoro-1,4-dihydro- 4-oxoquinoline-3-carboxylic acid). The yield is 80.3%. As a reaction SMILES: [F:1][C:2]1[CH:3]=[C:4]2[C:9](=[CH:10][C:11]=1F)[N:8]([CH:13]1[CH2:15][CH2:14]1)[CH:7]=[C:6]([C:16]([OH:18])=[O:17])[C:5]2=[O:19].[CH3:20][N:21]1[CH2:26][CH2:25][CH:24]([OH:27])[CH2:23][CH2:22]1.CN(C=O)C.[H-].[Na+]>C(O)(=O)C>[CH3:20][N:21]1[CH2:26][CH2:25][CH:24]([O:27][C:11]2[CH:10]=[C:9]3[C:4]([C:5](=[O:19])[C:6]([C:16]([OH:18])=[O:17])=[CH:7][N:8]3[CH:13]3[CH2:15][CH2:14]3)=[CH:3][C:2]=2[F:1])[CH2:23][CH2:22]1 |f:3.4|. Procedure: To a mixture of 530 mg of 6,7-difluoro-1-cyclopropyl-1,4-dihydro-4-oxoquinoline-3-carboxylic acid, 690 mg of N-methyl-4-piperidinol and 8 ml of DMF was added 320 mg of 60% sodium hydride while the former was stirred under ice cooling. After the resultant mixture was stirred for 10 minutes at room temperature, 480 mg of acetic acid was added. DMF was distilled off under reduced pressure. To the residue was added 15 ml of n-hexane. The resultant mixture was thoroughly shaken and mixed. The superna... The reactants are O=c1[nH]nc(Cl)c2cc(Br)ccc12, CN1CCN(c2cccc(CN)c2)CC1, CCOC(C)=O, O=C(C=Cc1ccccc1)C=Cc1ccccc1, O=C(C=Cc1ccccc1)C=Cc1ccccc1, O=C(C=Cc1ccccc1)C=Cc1ccccc1, [Pd], [Pd]. The product is CN1CCN(c2cccc(CNc3ccc4c(=O)[nH]nc(Cl)c4c3)c2)CC1. RXN SMILES: [Br:1][c:2]1[cH:3][c:4]2[c:5]([Cl:13])[n:6][nH:7][c:8](=[O:12])[c:9]2[cH:10][cH:11]1.[CH3:14][N:15]1[CH2:16][CH2:17][N:18]([c:21]2[cH:22][c:23]([CH2:24][NH2:25])[cH:26][cH:27][cH:28]2)[CH2:19][CH2:20]1.[CH3:29][CH2:30][O:31][C:32]([CH3:33])=[O:34].[O:37]=[C:38]([CH:39]=[CH:40][c:41]1[cH:42][cH:43][cH:44][cH:45][cH:46]1)[CH:47]=[CH:48][c:49]1[cH:50][cH:51][cH:52][cH:53][cH:54]1.[O:55]=[C:56]([CH:57]=[CH:58][c:59]1[cH:60][cH:61][cH:62][cH:63][cH:64]1)[CH:65]=[CH:66][c:67]1[cH:68][cH:69][cH:70][cH:71][cH:72]1.[O:73]=[C:74]([CH:75]=[CH:76][c:77]1[cH:78][cH:79][cH:80][cH:81][cH:82]1)[CH:83]=[CH:84][c:85]1[cH:86][cH:87][cH:88][cH:89][cH:90]1.[Pd:35].[Pd:36]>>[c:2]1([NH:25][CH2:24][c:23]2[cH:22][c:21]([N:18]3[CH2:17][CH2:16][N:15]([CH3:14])[CH2:20][CH2:19]3)[cH:28][cH:27][cH:26]2)[cH:3][c:4]2[c:5]([Cl:13])[n:6][nH:7][c:8](=[O:12])[c:9]2[cH:10][cH:11]1. Starting materials: COC(CBr)=O (bromo-acetic acid methyl ester), ice water, [H-].[Na+] (sodium hydride), CS(=O)C (DMSO), C(C)(C)(C)OC(NC1=CC(=CC=C1)OCCCN(CC(C1=CC=CC=C1)C1=CC=CC=C1)CC1=C(C(=CC=C1)C(F)(F)F)Cl)=O ((3-{3-[(2-chloro-3-trifluoromethyl-benzyl)-diphenylethyl-amino]-propoxy}-phenyl)-carbamic acid tert-butyl ester). Run in CN(C)C=O (DMF), CN(C)C=O (DMF). Run at temperature 0 celsius, time 20 minute. The product is COC(CN(C1=CC(=CC=C1)OCCCN(CC(C1=CC=CC=C1)C1=CC=CC=C1)CC1=C(C(=CC=C1)C(F)(F)F)Cl)C(=O)OC(C)(C)C)=O ([tert-Butoxycarbonyl-(3-{3-[(2-chloro-3-trifluoromethyl-benzyl)-diphenylethyl-amino]-propoxy}-phenyl)-amino]-acetic acid methyl ester). Reaction SMILES: [H-].[Na+].CS(C)=O.[C:7]([O:11][C:12](=[O:51])[NH:13][C:14]1[CH:19]=[CH:18][CH:17]=[C:16]([O:20][CH2:21][CH2:22][CH2:23][N:24]([CH2:39][C:40]2[CH:45]=[CH:44][CH:43]=[C:42]([C:46]([F:49])([F:48])[F:47])[C:41]=2[Cl:50])[CH2:25][CH:26]([C:33]2[CH:38]=[CH:37][CH:36]=[CH:35][CH:34]=2)[C:27]2[CH:32]=[CH:31][CH:30]=[CH:29][CH:28]=2)[CH:15]=1)([CH3:10])([CH3:9])[CH3:8].[CH3:52][O:53][C:54](=[O:57])[CH2:55]Br>CN(C=O)C>[CH3:52][O:53][C:54](=[O:57])[CH2:55][N:13]([C:12]([O:11][C:7]([CH3:10])([CH3:8])[CH3:9])=[O:51])[C:14]1[CH:19]=[CH:18][CH:17]=[C:16]([O:20][CH2:21][CH2:22][CH2:23][N:24]([CH2:39][C:40]2[CH:45]=[CH:44][CH:43]=[C:42]([C:46]([F:48])([F:49])[F:47])[C:41]=2[Cl:50])[CH2:25][CH:26]([C:33]2[CH:34]=[CH:35][CH:36]=[CH:37][CH:38]=2)[C:27]2[CH:32]=[CH:31][CH:30]=[CH:29][CH:28]=2)[CH:15]=1 |f:0.1|. Procedure details: To a solution of sodium hydride (18.8 mg, 0.47 mmol, 60% in mineral oil) in anhydrous DMF (10 mL) at 0° C. and DMSO (10 ml) was added dropwise a solution of (3-{3-[(2-chloro-3-trifluoromethyl-benzyl)-diphenylethyl-amino]-propoxy}-phenyl)-carbamic acid tert-butyl ester (150 mg, 0.235 mmol) in DMF (5 ml). The solution was stirred at 0° C. for 20 minutes and was then treated with bromo-acetic acid methyl ester (72 mg 0.47 mmol). The resulting solution was warmed to room temperature and stirred for ...